From a dataset of the Open Reaction Database (ORD), a public repository of structured organic reaction records. describe an organic reaction: reactants, conditions, products, and yield Reactants: COc1ccc(F)cc1Br, [Li]CCCC, C1CCOC1, CSC, C[Si](C)(C)Cl, [I-], CC(=O)C=C(C)C. Reaction SMILES: [Br:1][c:2]1[c:3]([O:9][CH3:10])[cH:4][cH:5][c:6]([F:8])[cH:7]1.[CH2:11]([Li:12])[CH2:13][CH2:14][CH3:15].[CH2:32]1[O:33][CH2:34][CH2:35][CH2:36]1.[CH3:17][S:18][CH3:19].[Cl:20][Si:21]([CH3:22])([CH3:23])[CH3:24].[I-:16].[O:25]=[C:26]([CH3:27])[CH:28]=[C:29]([CH3:30])[CH3:31]>>[c:2]1([C:29]([CH2:28][C:26](=[O:25])[CH3:27])([CH3:30])[CH3:31])[c:3]([O:9][CH3:10])[cH:4][cH:5][c:6]([F:8])[cH:7]1. Product: COc1ccc(F)cc1C(C)(C)CC(C)=O. The reactants are BrC=1C=NC(=NC1)C=1C=NC(=CC1)OCCCCCC (5-bromo-2-(6-hexyloxypyridin-3-yl)pyrimidine), C(CCCCCCCCC)C1=C(C(=C(C=C1)B(O)O)F)F (4-decyl-2,3-difluorophenylboronic acid), C([O-])([O-])=O.[Na+].[Na+] (sodium carbonate). The reagents and catalysts are C=1C=CC(=CC1)[P](C=2C=CC=CC2)(C=3C=CC=CC3)[Pd]([P](C=4C=CC=CC4)(C=5C=CC=CC5)C=6C=CC=CC6)([P](C=7C=CC=CC7)(C=8C=CC=CC8)C=9C=CC=CC9)[P](C=1C=CC=CC1)(C=1C=CC=CC1)C=1C=CC=CC1 (tetrakis(triphenylphosphine)palladium(0)). The solvent is C1(=CC=CC=C1)C (toluene), C(C)O (ethanol), O (water). The product is C(CCCCCCCCC)C1=C(C(=C(C=C1)C=1C=NC(=NC1)C=1C=NC(=CC1)OCCCCCC)F)F (5-(4-decyl-2,3-difluorophenyl)-2-(6-hexyloxypyridin-3-yl)pyrimidine). Isolated yield 39.2%. RXN SMILES: Br[C:2]1[CH:3]=[N:4][C:5]([C:8]2[CH:9]=[N:10][C:11]([O:14][CH2:15][CH2:16][CH2:17][CH2:18][CH2:19][CH3:20])=[CH:12][CH:13]=2)=[N:6][CH:7]=1.[CH2:21]([C:31]1[CH:36]=[CH:35][C:34](B(O)O)=[C:33]([F:40])[C:32]=1[F:41])[CH2:22][CH2:23][CH2:24][CH2:25][CH2:26][CH2:27][CH2:28][CH2:29][CH3:30].C(=O)([O-])[O-].[Na+].[Na+]>C1(C)C=CC=CC=1.C(O)C.O.C1C=CC([P]([Pd]([P](C2C=CC=CC=2)(C2C=CC=CC=2)C2C=CC=CC=2)([P](C2C=CC=CC=2)(C2C=CC=CC=2)C2C=CC=CC=2)[P](C2C=CC=CC=2)(C2C=CC=CC=2)C2C=CC=CC=2)(C2C=CC=CC=2)C2C=CC=CC=2)=CC=1>[CH2:21]([C:31]1[CH:36]=[CH:35][C:34]([C:2]2[CH:3]=[N:4][C:5]([C:8]3[CH:9]=[N:10][C:11]([O:14][CH2:15][CH2:16][CH2:17][CH2:18][CH2:19][CH3:20])=[CH:12][CH:13]=3)=[N:6][CH:7]=2)=[C:33]([F:40])[C:32]=1[F:41])[CH2:22][CH2:23][CH2:24][CH2:25][CH2:26][CH2:27][CH2:28][CH2:29][CH3:30] |f:2.3.4,^1:62,64,83,102|. Reported procedure: The reaction of 2 mmol of 5-bromo-2-(6-hexyloxypyridin-3-yl)pyrimidine, 2 mmol of 4-decyl-2,3-difluorophenylboronic acid, 4 mmol of sodium carbonate and 0.02 mmol of tetrakis(triphenylphosphine)palladium(0) in 8 ml of toluene, 3 ml of ethanol and 3 ml of water is carried out analogously to the procedure indicated for Example 1a). The crude product is separated off by column chromatography on silica gel 60 using ethyl acetate as eluent and is recrystallized from acetonitrile, giving 0.4 g (39%) o... Starting materials: CCOCCO, COc1cc2ncc(C#N)c(Cl)c2cc1OC, Cl, COc1ccc(N)cc1O, c1ccncc1. The product is COc1ccc(Nc2c(C#N)cnc3cc(OC)c(OC)cc23)cc1O. Reaction SMILES: [CH3:35][CH2:36][O:37][CH2:38][CH2:39][OH:40].[Cl:1][c:2]1[c:3]([C:16]#[N:17])[cH:4][n:5][c:6]2[cH:7][c:8]([O:14][CH3:15])[c:9]([O:12][CH3:13])[cH:10][c:11]12.[ClH:18].[NH2:25][c:26]1[cH:27][cH:28][c:29]([O:33][CH3:34])[c:30]([OH:32])[cH:31]1.[n:19]1[cH:20][cH:21][cH:22][cH:23][cH:24]1>>[c:2]1([NH:25][c:26]2[cH:27][cH:28][c:29]([O:33][CH3:34])[c:30]([OH:32])[cH:31]2)[c:3]([C:16]#[N:17])[cH:4][n:5][c:6]2[cH:7][c:8]([O:14][CH3:15])[c:9]([O:12][CH3:13])[cH:10][c:11]12. The reactants are B.CSC ((Methylthio)methane compound with borane), C(CCCCCC)NC(CC1=C(C=CC=C1)OC)=O (N-Heptyl-2-(2-methoxyphenyl)acetamide), Cl (HCl). The solvent is C1CCOC1 (THF). Reaction conditions: time 8 hour. Yields the product COC1=C(C=CC=C1)CCNCCCCCCC (N-[2-(2-methoxyphenyl)ethyl]heptan-1-amine). Yield: 54.8%. RXN SMILES: [CH2:1]([NH:8][C:9](=O)[CH2:10][C:11]1[CH:16]=[CH:15][CH:14]=[CH:13][C:12]=1[O:17][CH3:18])[CH2:2][CH2:3][CH2:4][CH2:5][CH2:6][CH3:7].B.CSC.Cl>C1COCC1>[CH3:18][O:17][C:12]1[CH:13]=[CH:14][CH:15]=[CH:16][C:11]=1[CH2:10][CH2:9][NH:8][CH2:1][CH2:2][CH2:3][CH2:4][CH2:5][CH2:6][CH3:7] |f:1.2|. Procedure details: N-Heptyl-2-(2-methoxyphenyl)acetamide (2.00 g, 7.594 mmol) was dissolved in THF (10 ml) and was cooled to zero degrees under argon atmosphere. (Methylthio)methane compound with borane (1:1) (1.442 g, 18.984 mmol) was added and the mixture was refluxed for 5 hours. After the mixture was cooled to room temperature, 5 ml HCl (10%) was gently added and the mixture was stirred overnight. The solvent was removed by evaporation. EtOAc (20 ml) was added and the organic phase was washed with K2CO3 (2M, 2... Reactants: COC(C(CC1CCCC1)N1N=CC(=CC1=O)OC1=NC(=CC(=N1)C)C)=O (3-cyclopentyl-2-[4-(4,6-dimethyl-pyrimidin-2-yloxy)-6-oxo-6H-pyridazin-1-yl]-propionic acid methyl ester), [OH-].[Na+] (sodium hydroxide). Run in O1CCCC1 (tetrahydrofuran). Run at temperature 25 celsius, time 4 hour. Product: C1(CCCC1)CC(C(=O)O)N1N=CC(=CC1=O)OC1=NC(=CC(=N1)C)C (3-cyclopentyl-2-[4-(4,6-dimethyl-pyrimidin-2-yloxy)-6-oxo-6H-pyridazin-1-yl]-propionic acid). Yield: 20.3%. RXN SMILES: C[O:2][C:3](=[O:27])[CH:4]([N:11]1[C:16](=[O:17])[CH:15]=[C:14]([O:18][C:19]2[N:24]=[C:23]([CH3:25])[CH:22]=[C:21]([CH3:26])[N:20]=2)[CH:13]=[N:12]1)[CH2:5][CH:6]1[CH2:10][CH2:9][CH2:8][CH2:7]1.[OH-].[Na+]>O1CCCC1>[CH:6]1([CH2:5][CH:4]([N:11]2[C:16](=[O:17])[CH:15]=[C:14]([O:18][C:19]3[N:20]=[C:21]([CH3:26])[CH:22]=[C:23]([CH3:25])[N:24]=3)[CH:13]=[N:12]2)[C:3]([OH:27])=[O:2])[CH2:10][CH2:9][CH2:8][CH2:7]1 |f:1.2|. Procedure details: A solution of 3-cyclopentyl-2-[4-(4,6-dimethyl-pyrimidin-2-yloxy)-6-oxo-6H-pyridazin-1-yl]-propionic acid methyl ester (206 mg, 0.55 mmol) in tetrahydrofuran (4 mL) was treated with a 4N aqueous sodium hydroxide solution (0.17 mL) and was stirred at 25° C. for 4 h. The reaction was partitioned between water (3 mL) and ether. The aqueous layer was back extracted with ether. The aqueous layer was then acidified to pH 3-4 with a 1N aqueous hydrochloric acid solution. The resulting precipitate was f... Starting materials: C(CCCCC)(=O)OCCCCCC (hexyl hexanoate), CC(=O)C (acetone), C1(=CC=CC=C1)C(C)O (1-phenylethanol). The solvent is C(C)(C)O (isopropyl alcohol), C(C)(C)O (isopropyl alcohol). The product is C(CCCCC)(=O)OCCCCCC (hexyl hexanoate), C(CCCCC)(=O)OC(C)C (isopropyl hexanoate). As a reaction SMILES: [CH3:1][C:2]([CH3:4])=[O:3].[C:5]1([CH:11]([OH:13])C)C=[CH:9][CH:8]=[CH:7][CH:6]=1.[C:14]([O:21][CH2:22][CH2:23][CH2:24][CH2:25][CH2:26][CH3:27])(=[O:20])[CH2:15][CH2:16][CH2:17][CH2:18][CH3:19]>C(O)(C)C>[C:14]([O:21][CH2:22][CH2:23][CH2:24][CH2:25][CH2:26][CH3:27])(=[O:20])[CH2:15][CH2:16][CH2:17][CH2:18][CH3:19].[C:11]([O:3][CH:2]([CH3:4])[CH3:1])(=[O:13])[CH2:5][CH2:6][CH2:7][CH2:8][CH3:9]. Procedure details: Likewise, refluxing a toluene solution containing one equivalent of hexyl hexanoate, 2 equivalents of cyclohexanol and 1 mol % of the PNN complex 1 under argon atmosphere for 20 h resulted in 84% conversion of hexyl hexanoate as determined by GC analysis, with the exclusive formation of the ester cyclohexyl hexanoate in 83% yield (Table 8, entry 2). Notably, unlike the traditional transesterification methods, this reaction does not form an alcohol product; rather, an irreversible incorporation o... The product is CCN1CCC2CC(=O)c3cc(F)ccc3C2C1. RXN SMILES: [CH2:17]([CH3:18])[Br:19].[F:1][c:2]1[cH:3][cH:4][c:5]2[c:6]([cH:16]1)[C:7](=[O:15])[CH2:8][CH:9]1[CH2:10][CH2:11][NH:12][CH2:13][CH:14]21>>[F:1][c:2]1[cH:3][cH:4][c:5]2[c:6]([cH:16]1)[C:7](=[O:15])[CH2:8][CH:9]1[CH2:10][CH2:11][N:12]([CH2:17][CH3:18])[CH2:13][CH:14]21. Starting materials: CCBr, O=C1CC2CCNCC2c2ccc(F)cc21.